Dataset: the Open Reaction Database (ORD), a public repository of structured organic reaction records. Task: describe an organic reaction: reactants, conditions, products, and yield The reactants are CCOC(=O)CNCC(NC(=O)OCc1ccccc1)C(C)C, CO, [H][H]. Yields the product CC(C)C1CNCC(=O)N1. Reaction SMILES: [CH2:1]([O:2][C:3](=[O:4])[CH2:5][NH:6][CH2:7][CH:8]([CH:9]([CH3:10])[CH3:11])[NH:12][C:13]([O:15][CH2:14][c:16]1[cH:17][cH:18][cH:19][cH:20][cH:21]1)=[O:22])[CH3:23].[CH3:26][OH:27].[H:24][H:25]>>[CH2:5]1[NH:6][CH2:7][CH:8]([CH:9]([CH3:10])[CH3:11])[NH:12][C:13]1=[O:15]. Reactants: C1CCOC1, COC(=O)C(Cc1ccc2nc(-c3c(Cl)cccc3Cl)ccc2c1)OC(=O)c1c(Cl)cccc1Cl, [K+], [Li+], [OH-], OO, O=S(=O)([O-])O. Yields the product O=C(OC(Cc1ccc2nc(-c3c(Cl)cccc3Cl)ccc2c1)C(=O)O)c1c(Cl)cccc1Cl. RXN SMILES: [CH2:46]1[O:47][CH2:48][CH2:49][CH2:50]1.[Cl:1][c:2]1[c:3]([C:4](=[O:5])[O:6][CH:7]([C:8](=[O:9])[O:10][CH3:11])[CH2:12][c:13]2[cH:14][c:15]3[cH:16][cH:17][c:18](-[c:23]4[c:24]([Cl:30])[cH:25][cH:26][cH:27][c:28]4[Cl:29])[n:19][c:20]3[cH:21][cH:22]2)[c:31]([Cl:35])[cH:32][cH:33][cH:34]1.[K+:45].[Li+:37].[OH-:36].[OH:38][OH:39].[S:40](=[O:41])(=[O:42])([OH:43])[O-:44]>>[Cl:1][c:2]1[c:3]([C:4](=[O:5])[O:6][CH:7]([C:8](=[O:9])[OH:10])[CH2:12][c:13]2[cH:14][c:15]3[cH:16][cH:17][c:18](-[c:23]4[c:24]([Cl:30])[cH:25][cH:26][cH:27][c:28]4[Cl:29])[n:19][c:20]3[cH:21][cH:22]2)[c:31]([Cl:35])[cH:32][cH:33][cH:34]1.